Dataset: the Open Reaction Database (ORD), a public repository of structured organic reaction records. Task: describe an organic reaction: reactants, conditions, products, and yield The reactants are C(C)(C)NC(C)C (diisopropylamine), C(C)OC(CN1[Si](CC[Si]1(C)C)(C)C)=O (2,2,5,5-tetramethyl-1-aza-2,5-disilacyclopentane-1-acetic acid ethyl ester), C(C1=CC=CC=C1)=CN (N-(benzylidene)methylamine), C(CCC)[Li] (n-butyllithium), solution, solution, [Li+].[Cl-] (LiCl). Reagents/catalysts: [Cl-].[Cl-].[Zn+2] (zinc dichloride). Run in C(C)OCC (diethyl ether), CCCCCC (hexane), C(C)OCC (diethylether). Reaction conditions: time 10 minute. Yields the product CN1C(C(C1C1=CC=CC=C1)N1[Si](CC[Si]1(C)C)(C)C)=O (1-methyl-3-(2,2,5,5-tetramethyl-1-aza-2,5-disilacyclopentyl)-4-phenyl-2-azetidinone). The yield is 95.7%. As a reaction SMILES: C([Li])CCC.[CH:6]([NH:9][CH:10]([CH3:12])C)(C)C.C(O[C:16](=[O:27])[CH2:17][N:18]1[Si:22]([CH3:24])([CH3:23])[CH2:21][CH2:20][Si:19]1([CH3:26])[CH3:25])C.[Li+].[Cl-].[CH:30](=[CH:37]N)[C:31]1C=CC=[CH:33][CH:32]=1>CCCCCC.C(OCC)C.[Cl-].[Cl-].[Zn+2]>[CH3:6][N:9]1[CH:10]([C:12]2[CH:33]=[CH:32][CH:31]=[CH:30][CH:37]=2)[CH:17]([N:18]2[Si:19]([CH3:25])([CH3:26])[CH2:20][CH2:21][Si:22]2([CH3:23])[CH3:24])[C:16]1=[O:27] |f:3.4,8.9.10|. Reported procedure: 10 mmoles of n-butyllithium (6.67 ml of a 1.5 molar solution in hexane) was added to a stirred solution containing diisopropylamine (1.40 ml; 10 mmoles) and 25 ml of diethyl ether at -70° C. This reaction mixture was stirred for 10 min and then 2,2,5,5-tetramethyl-1-aza-2,5-disilacyclopentane-1-acetic acid ethyl ester (2.45 g; 10 mmoles) was added. The solution was stirred for another 15 min at -70° C. and then 10 mmoles of zinc dichloride (6.76 ml of a 1.48 molar solution in diethylether) was a... Reactants: O=C(Cl)Cl, Cc1ccccc1, O=C(Cl)Cl, COC(=O)N(Cc1cc(C(F)(F)F)cc(C(F)(F)F)c1)C1CC(C2CC2)N(C(=O)O)c2c(Br)cc(C(F)(F)F)cc21, Cc1ccccc1. Product: COC(=O)N(Cc1cc(C(F)(F)F)cc(C(F)(F)F)c1)C1CC(C2CC2)N(C(=O)Cl)c2c(Br)cc(C(F)(F)F)cc21. Reaction SMILES: [C:53]([Cl:54])([Cl:55])=[O:56].[CH3:57][c:58]1[cH:59][cH:60][cH:61][cH:62][cH:63]1.[Cl:42][C:43](=[O:44])[Cl:45].[F:1][C:2]([c:3]1[cH:4][c:5]([CH2:6][N:7]([CH:8]2[CH2:9][CH:10]([CH:26]3[CH2:27][CH2:28]3)[N:11]([C:23](=[O:24])[OH:25])[c:12]3[c:13]([Br:22])[cH:14][c:15]([C:18]([F:19])([F:20])[F:21])[cH:16][c:17]32)[C:29](=[O:30])[O:31][CH3:32])[cH:33][c:34]([C:36]([F:37])([F:38])[F:39])[cH:35]1)([F:40])[F:41].[c:46]1([CH3:47])[cH:48][cH:49][cH:50][cH:51][cH:52]1>>[F:1][C:2]([c:3]1[cH:4][c:5]([CH2:6][N:7]([CH:8]2[CH2:9][CH:10]([CH:26]3[CH2:27][CH2:28]3)[N:11]([C:23](=[O:24])[Cl:42])[c:12]3[c:13]([Br:22])[cH:14][c:15]([C:18]([F:19])([F:20])[F:21])[cH:16][c:17]32)[C:29](=[O:30])[O:31][CH3:32])[cH:33][c:34]([C:36]([F:37])([F:38])[F:39])[cH:35]1)([F:40])[F:41]. Reactants: Cc1ccc(Cl)cc1C(CCN(C)C(=O)OC(C)(C)C)OCCOS(C)(=O)=O, CCOC(C)=O, [N-]=[N+]=[N-], [Na+], CN(C)C=O. The product is Cc1ccc(Cl)cc1C(CCN(C)C(=O)OC(C)(C)C)OCCN=[N+]=[N-]. RXN SMILES: [CH3:1][S:2]([O:3][CH2:6][CH2:7][O:8][CH:9]([CH2:10][CH2:11][N:12]([CH3:13])[C:14](=[O:15])[O:16][C:17]([CH3:18])([CH3:19])[CH3:20])[c:21]1[c:22]([CH3:28])[cH:23][cH:24][c:25]([Cl:27])[cH:26]1)(=[O:4])=[O:5].[CH3:38][CH2:39][O:40][C:41](=[O:42])[CH3:43].[N-:34]=[N+:35]=[N-:36].[Na+:37].[O:29]=[CH:30][N:31]([CH3:32])[CH3:33]>>[CH2:6]([CH2:7][O:8][CH:9]([CH2:10][CH2:11][N:12]([CH3:13])[C:14](=[O:15])[O:16][C:17]([CH3:18])([CH3:19])[CH3:20])[c:21]1[c:22]([CH3:28])[cH:23][cH:24][c:25]([Cl:27])[cH:26]1)[N:34]=[N+:35]=[N-:36]. Starting materials: CC1(OCC(CO1)(CO)CC)C (2,2-Dimethyl-5-ethyl-5-hydroxymethyl-1,3-dioxane), [Cr](=O)(=O)([O-])Cl.[NH+]1=CC=CC=C1 (pyridinium chlorochromate), C(C)(=O)[O-].[Na+] (sodium acetate). Solvent: ClCCl (dichloromethane), CCOCC (ether). Run at time 6 hour. Product: CC1(OCC(CO1)(C=O)CC)C (2,2-Dimethyl-5-ethyl-5-formyl-1,3-dioxane). Yield: 92.0%. RXN SMILES: [CH3:1][C:2]1([CH3:12])[O:7][CH2:6][C:5]([CH2:10][CH3:11])([CH2:8][OH:9])[CH2:4][O:3]1.[Cr](Cl)([O-])(=O)=O.[NH+]1C=CC=CC=1.C([O-])(=O)C.[Na+]>ClCCl.CCOCC>[CH3:1][C:2]1([CH3:12])[O:3][CH2:4][C:5]([CH2:10][CH3:11])([CH:8]=[O:9])[CH2:6][O:7]1 |f:1.2,3.4|. Reported procedure: 2,2-Dimethyl-5-ethyl-5-hydroxymethyl-1,3-dioxane (33 g.) was added to a stirred suspension of pyridinium chlorochromate (122.6 g) and anhydrous sodium acetate (7.8 g.) in dry dichloromethane (200 ml.), at 0°, under a current of nitrogen. The mixture was stirred at room temperature for six hours. The mixture was diluted with dry ether (500 ml) and the organic solution was decanted off. The oily residue was treated with ether and the combined extracts were evaporated in vacuo. The residue was puri... Procedure details: 4-Amino-N-{[1-(4-chlorophenyl)cyclopropyl]methyl}-3-fluorobenzamide (Preparation 92, 338 mg, 1.06 mmol) in 6 M of HCl in water (2 mL) was cooled at −5° C. Sodium nitrite (80.5 mg, 1.17 mmol) in water (0.4 mL, 20 mmol) was added slowly. After 20 minutes, sulfur dioxide in AcOH (8:25, sulfur dioxide:AcOH, 3 mL) and copper(II)chloride dihydrate (0.18 g, 1.1 mmol) were added to the reaction mixture. Vigorous gas evolution occurred. After 2 hours, the reaction was poured onto ice and water. The resul... The reactants are N(=O)[O-].[Na+] (Sodium nitrite), S(=O)=O (sulfur dioxide), NC1=C(C=C(C(=O)NCC2(CC2)C2=CC=C(C=C2)Cl)C=C1)F (4-Amino-N-{[1-(4-chlorophenyl)cyclopropyl]methyl}-3-fluorobenzamide), Cl (HCl). Conditions: time 20 minute. Run in O (water), CC(=O)O (AcOH), O (water), O (water). Reaction SMILES: N[C:2]1[CH:21]=[CH:20][C:5]([C:6]([NH:8][CH2:9][C:10]2([C:13]3[CH:18]=[CH:17][C:16]([Cl:19])=[CH:15][CH:14]=3)[CH2:12][CH2:11]2)=[O:7])=[CH:4][C:3]=1[F:22].N([O-])=O.[Na+].[S:27](=[O:29])=[O:28].[ClH:30]>O.CC(O)=O.O.O.[Cu](Cl)Cl>[Cl:19][C:16]1[CH:17]=[CH:18][C:13]([C:10]2([CH2:9][NH:8][C:6]([C:5]3[CH:20]=[CH:21][C:2]([S:27]([Cl:30])(=[O:29])=[O:28])=[C:3]([F:22])[CH:4]=3)=[O:7])[CH2:12][CH2:11]2)=[CH:14][CH:15]=1 |f:1.2,7.8.9|. The reagents and catalysts are O.O.[Cu](Cl)Cl (copper(II)chloride dihydrate). Yields the product ClC1=CC=C(C=C1)C1(CC1)CNC(=O)C1=CC(=C(C=C1)S(=O)(=O)Cl)F (4-[({[1-(4-Chlorophenyl)cyclopropyl]methyl}amino)carbonyl]-2-fluorobenzenesulfonyl chloride).